This data is from the Open Reaction Database (ORD), a public repository of structured organic reaction records. The task is: describe an organic reaction: reactants, conditions, products, and yield The reactants are C1CCC2=NCCCN2CC1, Cc1ccccc1N=O, O=Cc1ccccc1, ClCCl. Yields the product Cc1ccccc1N(O)C(=O)c1ccccc1. Reaction SMILES: [CH2:1]1[CH2:2][CH2:3][C:4]2=[N:9][CH2:8][CH2:7][CH2:6][N:5]2[CH2:10][CH2:11]1.[CH3:20][c:21]1[c:22]([N:27]=[O:28])[cH:23][cH:24][cH:25][cH:26]1.[CH:12](=[O:13])[c:14]1[cH:15][cH:16][cH:17][cH:18][cH:19]1.[Cl:29][CH2:30][Cl:31]>>[C:12](=[O:13])([c:14]1[cH:15][cH:16][cH:17][cH:18][cH:19]1)[N:27]([c:22]1[c:21]([CH3:20])[cH:26][cH:25][cH:24][cH:23]1)[OH:28]. The product is ClC(CC(C#N)F)(C(OC)OC)C (4-chloro-2-fluoro-5,5-dimethoxy-4-methylpentanenitrile). The reactants are ClC(C#N)(CC(C(OC)OC)(C)Cl)F (2,4-dichloro-2-fluoro-5,5-dimethoxy-4-methylpentanenitrile), Cl.CN(C=O)C (dimethylformamidehydrochloride). Isolated yield 357.7%. Reported procedure: A reaction mixture containing 5 g (0.045 mole) of cadmium metal dissolved in 100 g of mercury and 100 ml of acetonitrile was brought to reflux and 10.8 g (0.04 mole) of 2,4-dichloro-2-fluoro-5,5-dimethoxy-4-methylpentanenitrile and 0.05 mole of dimethylformamidehydrochloride in 50 ml of acetonitrile were added dropwise. After the addition was complete refluxing was maintained for an additional 5 hours. The salts and Hg were removed by filtration and the solvent was removed in vacuo. The residue ... The solvent is C(C)#N (acetonitrile), [Hg] (mercury), C(C)#N (acetonitrile). As a reaction SMILES: Cl[C:2]([F:14])([CH2:5][C:6]([Cl:13])([CH3:12])[CH:7]([O:10][CH3:11])[O:8][CH3:9])[C:3]#[N:4].Cl.CN(C)C=O>[Hg].C(#N)C.[Cd]>[Cl:13][C:6]([CH3:12])([CH:7]([O:8][CH3:9])[O:10][CH3:11])[CH2:5][CH:2]([F:14])[C:3]#[N:4] |f:1.2|. Reagents/catalysts: [Cd] (cadmium).